From a dataset of the Open Reaction Database (ORD), a public repository of structured organic reaction records. describe an organic reaction: reactants, conditions, products, and yield Reactants: N#Cc1c[nH]c2ccc(CCNC(=O)c3ccc(-c4ccnc(Cl)n4)cc3)cc12, C1COCCN1, CS(C)=O. Yields the product N#Cc1c[nH]c2ccc(CCNC(=O)c3ccc(-c4ccnc(N5CCOCC5)n4)cc3)cc12. Reaction SMILES: [C:7](#[N:8])[c:9]1[cH:10][nH:11][c:12]2[cH:13][cH:14][c:15]([CH2:18][CH2:19][NH:20][C:21]([c:22]3[cH:23][cH:24][c:25](-[c:28]4[n:29][c:30]([Cl:34])[n:31][cH:32][cH:33]4)[cH:26][cH:27]3)=[O:35])[cH:16][c:17]12.[CH2:1]1[CH2:2][O:3][CH2:4][CH2:5][NH:6]1.[CH3:36][S:37]([CH3:38])=[O:39]>>[CH2:1]1[CH2:2][O:3][CH2:4][CH2:5][N:6]1[c:30]1[n:29][c:28](-[c:25]2[cH:24][cH:23][c:22]([C:21]([NH:20][CH2:19][CH2:18][c:15]3[cH:14][cH:13][c:12]4[nH:11][cH:10][c:9]([C:7]#[N:8])[c:17]4[cH:16]3)=[O:35])[cH:27][cH:26]2)[cH:33][cH:32][n:31]1. The reactants are OC(=O)C(F)(F)F.FC1=C(OC2CCN(CC2)C=2N=C3C(=NC2NC(C)C)C(NCC3)C)C=CC(=C1)F (2-(4-(2,4-difluorophenoxyl)piperidin-1-yl)-N-isopropyl-5-methyl-5,6,7,8-tetrahydropyrido[3,4-b]pyrazin-3-amine TFA salt), FC(C(=O)OC(C(F)F)=O)F (2,2-difluoroacetic anhydride), CCN(C(C)C)C(C)C (DIPEA). Run in C(Cl)Cl (DCM). Yields the product FC1=C(OC2CCN(CC2)C=2N=C3C(=NC2NC(C)C)C(N(CC3)C(C(F)F)=O)C)C=CC(=C1)F (1-(2-(4-(2,4-difluorophenoxyl)piperidin-1-yl)-3-(isopropylamino)-5-methyl-7,8-dihydropyrido[3,4-b]pyrazin-6(5H)-yl)-2,2-difluoroethanone), C(=O)(C(F)(F)F)O (TFA). The yield is 513.7%. RXN SMILES: [OH:1][C:2]([C:4]([F:7])([F:6])[F:5])=[O:3].[F:8][C:9]1[CH:36]=[C:35]([F:37])[CH:34]=[CH:33][C:10]=1[O:11][CH:12]1[CH2:17][CH2:16][N:15]([C:18]2[N:19]=[C:20]3[CH2:31][CH2:30][NH:29][CH:28]([CH3:32])[C:21]3=[N:22][C:23]=2[NH:24][CH:25]([CH3:27])[CH3:26])[CH2:14][CH2:13]1.FC(F)C(OC(=O)C(F)F)=O.CCN(C(C)C)C(C)C>C(Cl)Cl>[F:8][C:9]1[CH:36]=[C:35]([F:37])[CH:34]=[CH:33][C:10]=1[O:11][CH:12]1[CH2:13][CH2:14][N:15]([C:18]2[N:19]=[C:20]3[CH2:31][CH2:30][N:29]([C:2](=[O:1])[CH:4]([F:7])[F:5])[CH:28]([CH3:32])[C:21]3=[N:22][C:23]=2[NH:24][CH:25]([CH3:27])[CH3:26])[CH2:16][CH2:17]1.[C:2]([OH:3])([C:4]([F:7])([F:6])[F:5])=[O:1] |f:0.1|. Procedure details: A solution of 2-(4-(2,4-difluorophenoxyl)piperidin-1-yl)-N-isopropyl-5-methyl-5,6,7,8-tetrahydropyrido[3,4-b]pyrazin-3-amine TFA salt (15 mg, 0.028 mmol), 2,2-difluoroacetic anhydride (7.4 mg, 0.042 mmol), and DIPEA (10.94 mg, 0.085 mmol) in DCM (141 μL) was stirred at room temperature for 1 h. Purification by HPLC Method A gave the title compound as a TFA salt (8.2 mg) as an off-white film. 1H NMR (500 MHz, methanol-d4, mixture of rotamers) δ ppm 1.27 (dd, J=7.6, 6.6 Hz, 6H), 1.51 (d, J=6.8 Hz,... The reactants are O (water), ClC=1C=CC(=C(C(=O)OC)C1)O (methyl 5-chloro-2-hydroxybenzoate), ClC1=NC=C(C=C1)[N+](=O)[O-] (2-chloro-5-nitropyridine), C([O-])([O-])=O.[K+].[K+] (potassium carbonate). Solvent: CN(C=O)C (N,N-dimethylformamide). Run at temperature 120 celsius, time 1 hour. The product is ClC=1C=CC(=C(C(=O)OC)C1)OC1=NC=C(C=C1)[N+](=O)[O-] (Methyl 5-chloro-2-[(5-nitropyridin-2-yl)oxy]benzoate). Yield: 97.4%. RXN SMILES: [Cl:1][C:2]1[CH:3]=[CH:4][C:5]([OH:12])=[C:6]([CH:11]=1)[C:7]([O:9][CH3:10])=[O:8].Cl[C:14]1[CH:19]=[CH:18][C:17]([N+:20]([O-:22])=[O:21])=[CH:16][N:15]=1.C(=O)([O-])[O-].[K+].[K+].O>CN(C)C=O>[Cl:1][C:2]1[CH:3]=[CH:4][C:5]([O:12][C:14]2[CH:19]=[CH:18][C:17]([N+:20]([O-:22])=[O:21])=[CH:16][N:15]=2)=[C:6]([CH:11]=1)[C:7]([O:9][CH3:10])=[O:8] |f:2.3.4|. Procedure details: A mixture of methyl 5-chloro-2-hydroxybenzoate (2.35 g, 12.6 mmol), 2-chloro-5-nitropyridine (2.00 g, 12.6 mmol), and potassium carbonate (5.23 g, 37.8 mmol) in N,N-dimethylformamide (50 mL) was stirred at 120° C. for 1 h. The reaction mixture was poured into water and the aqueous mixture was extracted with a mixture (3/1) of ethyl acetate and toluene. The organic extracts were washed with brine, dried over sodium sulfate, and concentrated. The residue was purified by flush column chromatography... As a reaction SMILES: [CH:29]1([S:32](=[O:33])(=[O:34])[Cl:35])[CH2:30][CH2:31]1.[NH2:1][c:2]1[c:3]2[n:4]([c:5](=[O:18])[c:6]([CH3:17])[c:7]1[NH:8][c:9]1[c:10]([F:16])[cH:11][c:12]([I:15])[cH:13][cH:14]1)[CH2:19][CH2:20][N:21]2[CH2:22][c:23]1[cH:24][cH:25][cH:26][cH:27][cH:28]1.[cH:36]1[cH:37][cH:38][n:39][cH:40][cH:41]1>>[NH:1]([c:2]1[c:3]2[n:4]([c:5](=[O:18])[c:6]([CH3:17])[c:7]1[NH:8][c:9]1[c:10]([F:16])[cH:11][c:12]([I:15])[cH:13][cH:14]1)[CH2:19][CH2:20][N:21]2[CH2:22][c:23]1[cH:24][cH:25][cH:26][cH:27][cH:28]1)[S:32]([CH:29]1[CH2:30][CH2:31]1)(=[O:33])=[O:34]. Product: Cc1c(Nc2ccc(I)cc2F)c(NS(=O)(=O)C2CC2)c2n(c1=O)CCN2Cc1ccccc1. The reactants are O=S(=O)(Cl)C1CC1, Cc1c(Nc2ccc(I)cc2F)c(N)c2n(c1=O)CCN2Cc1ccccc1, c1ccncc1. The reactants are CCOC(=O)CNc1cccc(Br)c1, CN(C)C=O, C=CP(=O)(OCC)OCC, Cl[Pd]Cl, c1ccc(P(c2ccccc2)c2ccccc2)cc1, c1ccc(P(c2ccccc2)c2ccccc2)cc1. Product: CCOC(=O)CNc1cccc(C=CP(=O)(OCC)OCC)c1. As a reaction SMILES: [Br:1][c:2]1[cH:3][c:4]([NH:8][CH2:9][C:10](=[O:11])[O:12][CH2:13][CH3:14])[cH:5][cH:6][cH:7]1.[CH3:25][N:26]([CH3:27])[CH:28]=[O:29].[CH:15](=[CH2:16])[P:17]([O:18][CH2:19][CH3:20])([O:21][CH2:22][CH3:23])=[O:24].[Pd:30]([Cl:31])[Cl:32].[c:33]1([P:34]([c:35]2[cH:36][cH:37][cH:38][cH:39][cH:40]2)[c:41]2[cH:42][cH:43][cH:44][cH:45][cH:46]2)[cH:47][cH:48][cH:49][cH:50][cH:51]1.[c:52]1([P:53]([c:54]2[cH:55][cH:56][cH:57][cH:58][cH:59]2)[c:60]2[cH:61][cH:62][cH:63][cH:64][cH:65]2)[cH:66][cH:67][cH:68][cH:69][cH:70]1>>[c:2]1([CH:16]=[CH:15][P:17]([O:18][CH2:19][CH3:20])([O:21][CH2:22][CH3:23])=[O:24])[cH:3][c:4]([NH:8][CH2:9][C:10](=[O:11])[O:12][CH2:13][CH3:14])[cH:5][cH:6][cH:7]1. Starting materials: CC(=O)OC(C)=O, COCC1CN(c2ccc3cc(O)ccc3c2)C(=O)O1. Yields the product COCC1CN(c2ccc3cc(OC(C)=O)ccc3c2)C(=O)O1. As a reaction SMILES: [CH3:21][C:22](=[O:23])[O:24][C:25](=[O:26])[CH3:27].[OH:1][c:2]1[cH:3][c:4]2[cH:5][cH:6][c:7]([N:12]3[C:13](=[O:20])[O:14][CH:15]([CH2:17][O:18][CH3:19])[CH2:16]3)[cH:8][c:9]2[cH:10][cH:11]1>>[O:1]([c:2]1[cH:3][c:4]2[cH:5][cH:6][c:7]([N:12]3[C:13](=[O:20])[O:14][CH:15]([CH2:17][O:18][CH3:19])[CH2:16]3)[cH:8][c:9]2[cH:10][cH:11]1)[C:22]([CH3:21])=[O:23]. Reactants: CN(C(=O)OC(C)(C)C)c1ccc2onc(OCC(CO)NC(=O)OC(C)(C)C)c2c1, ClCCl, O=C=NS(=O)(=O)Cl. Product: CN(C(=O)OC(C)(C)C)c1ccc2onc(OCC(COC(N)=O)NC(=O)OC(C)(C)C)c2c1. As a reaction SMILES: [C:1]([CH3:2])([CH3:3])([CH3:4])[O:5][C:6](=[O:7])[NH:8][CH:9]([CH2:10][O:11][c:12]1[n:13][o:14][c:15]2[c:16]1[cH:17][c:18]([N:21]([C:22](=[O:23])[O:24][C:25]([CH3:26])([CH3:27])[CH3:28])[CH3:29])[cH:19][cH:20]2)[CH2:30][OH:31].[CH2:39]([Cl:40])[Cl:41].[Cl:32][S:33](=[O:34])(=[O:35])[N:36]=[C:37]=[O:38]>>[C:1]([CH3:2])([CH3:3])([CH3:4])[O:5][C:6](=[O:7])[NH:8][CH:9]([CH2:10][O:11][c:12]1[n:13][o:14][c:15]2[c:16]1[cH:17][c:18]([N:21]([C:22](=[O:23])[O:24][C:25]([CH3:26])([CH3:27])[CH3:28])[CH3:29])[cH:19][cH:20]2)[CH2:30][O:31][C:37]([NH2:36])=[O:38].